This data is from the Open Reaction Database (ORD), a public repository of structured organic reaction records. The task is: describe an organic reaction: reactants, conditions, products, and yield Starting materials: O=[N+]([O-])c1ccc2nc(Cl)sc2c1, NCCN1CCOCC1, O. Product: O=[N+]([O-])c1ccc2nc(NCCN3CCOCC3)sc2c1. Reaction SMILES: [Cl:1][c:2]1[s:3][c:4]2[c:5]([n:6]1)[cH:7][cH:8][c:9]([N+:11](=[O:12])[O-:13])[cH:10]2.[O:14]1[CH2:15][CH2:16][N:17]([CH2:20][CH2:21][NH2:22])[CH2:18][CH2:19]1.[OH2:23]>>[c:2]1([NH:22][CH2:21][CH2:20][N:17]2[CH2:16][CH2:15][O:14][CH2:19][CH2:18]2)[s:3][c:4]2[c:5]([n:6]1)[cH:7][cH:8][c:9]([N+:11](=[O:12])[O-:13])[cH:10]2. Reaction SMILES: [CH:10]1([N:16]2[CH2:17][CH2:18][C:19]3([CH2:20][CH2:21][NH:22][CH2:23]3)[CH2:24][CH2:25]2)[CH2:11][CH2:12][CH2:13][CH2:14][CH2:15]1.[O:1]=[C:2]1[CH2:3][CH2:4][CH:5]([CH:8]=[O:9])[CH2:6][CH2:7]1>>[O:1]=[C:2]1[CH2:3][CH2:4][CH:5]([CH2:8][N:22]2[CH2:21][CH2:20][C:19]3([CH2:18][CH2:17][N:16]([CH:10]4[CH2:11][CH2:12][CH2:13][CH2:14][CH2:15]4)[CH2:25][CH2:24]3)[CH2:23]2)[CH2:6][CH2:7]1. Product: O=C1CCC(CN2CCC3(CCN(C4CCCCC4)CC3)C2)CC1. Starting materials: C1CCC(N2CCC3(CCNC3)CC2)CC1, O=CC1CCC(=O)CC1. The reactants are NC1=C(C(=O)OC)C=C(C(=C1OC)OC)OC (methyl 2-amino-3,4,5-trimethoxybenzoate), polyethylene glycol 200, Cl (hydrochloric acid), O1CCOCC1 (dioxane), N(=O)[O-].[Na+] (sodium nitrite). The reagents and catalysts are [Cu]Cl (copper(I) chloride). Procedure: Combine methyl 2-amino-3,4,5-trimethoxybenzoate (4.8 g, 20 mmol) and dichloromethane (20 mL). Cool in an ice bath. Add a solution of hydrochloric acid in dioxane (10 mL, 4 M, 40 mmol). Add polyethylene glycol 200 (20 mL) followed by sodium nitrite (2.76 g, 40 mmol). After 10 minutes add copper(I) chloride (3.96 g, 40 mmol). Warm to ambient temperature. After 18 hours, dilute the reaction mixture with ethyl acetate and extract with a 1 M aqueous solution of sodium hydroxide an then brine. Dry the... The product is ClC1=C(C(=O)O)C=C(C(=C1OC)OC)OC (2-Chloro-3,4,5-trimethoxybenzoic Acid). Reaction conditions: time 18 hour. The solvent is ClCCl (dichloromethane), C(C)(=O)OCC (ethyl acetate). RXN SMILES: N[C:2]1[C:11]([O:12][CH3:13])=[C:10]([O:14][CH3:15])[C:9]([O:16][CH3:17])=[CH:8][C:3]=1[C:4]([O:6]C)=[O:5].[ClH:18].O1CCOCC1.N([O-])=O.[Na+]>C(OCC)(=O)C.[Cu]Cl.ClCCl>[Cl:18][C:2]1[C:11]([O:12][CH3:13])=[C:10]([O:14][CH3:15])[C:9]([O:16][CH3:17])=[CH:8][C:3]=1[C:4]([OH:6])=[O:5] |f:3.4|. Reactants: C(C)(C)(C)OC(=O)OC1(CCC1)O\N=C(/C(=O)OC)\C=1OC=CC1 (methyl Z-2-(1-tert-butyloxycarbonyloxycyclobutyloxyimino)-2-(fur-2-yl)acetate), ( ε15,900 ), C1CCC1 (cyclobutane), 7(b), CCO (EtOH), CS(=O)C (DMSO). Product: C(=O)(O)C1(CCC1)O\N=C(/C(=O)OC)\C=1OC=CC1 (Methyl Z-2-(1-Carboxycyclobutyloxyimino)-2-(fur-2-yl)acetate). Isolated yield 94.0%. Reaction SMILES: C(OC(O[C:9]1([O:13]/[N:14]=[C:15](/[C:20]2[O:21][CH:22]=[CH:23][CH:24]=2)\[C:16]([O:18][CH3:19])=[O:17])[CH2:12][CH2:11][CH2:10]1)=O)(C)(C)C.C[CH2:26][OH:27].C1CCC1.CS(C)=[O:34]>>[C:26]([C:9]1([O:13]/[N:14]=[C:15](/[C:20]2[O:21][CH:22]=[CH:23][CH:24]=2)\[C:16]([O:18][CH3:19])=[O:17])[CH2:10][CH2:11][CH2:12]1)([OH:27])=[O:34]. Procedure: This compound was prepared from methyl Z-2-(1-tert-butyloxycarbonyloxycyclobutyloxyimino)-2-(fur-2-yl)acetate as described in Preparation 7(b), m.p. 133°-134°. λmax (EtOH) 284 nm (ε15,900), νmax (Nujol) 3500-2100 (bonded OH), 1750 (CO2H), 1708 cm-1 (α,β-unsaturated --CO2R), τ(DMSO d6) 7.2-8.5 (cyclobutane), 2.1, 3.12, 3.33 (furyl), 6.09 (--CO2CH3). Yield 94% Reactants: O=C(C1=CC=CN1)N(CCCCCC)CCCCCC. Reagents/catalysts: O=C(NC=1C=CC=CC1C=2C=NC(=CC2)C3=NC=CC=C3)NC4CCCCC4, O1B(OC(C)(C)C1(C)C)B2OC(C)(C)C(O2)(C)C, C[OH2+].C[OH2+].C1CC=CCCC=C1.C1CC=CCCC=C1.[Ir].[Ir]. Run in C=1C=C(C=CC1C)C. Reaction conditions: temperature 25 celsius, time 16 hour. Yields the product O=C(C1=CC=C(N1)B2OC(C)(C)C(O2)(C)C)N(CCCCCC)CCCCCC. The yield is 94.0%. Starting materials: C(=O)(Cl)Cl (phosgene), [OH-].[Na+] (sodium hydroxide), Cl (hydrochloric acid), C1(=CC=CC=C1)O (phenol), C(=O)(Cl)Cl.C1(=CC=CC=C1)O (Phosgene phenol), C(=O)(Cl)Cl (phosgene). The reagents and catalysts are P(OC1=CC=CC=C1)(OC1=CC=CC=C1)OC1=CC=CC=C1 (triphenyl phosphite). Reaction conditions: temperature 140 celsius. Product: ClC(=O)OC1=CC=CC=C1 (phenyl chloroformate). Yield: 96.3%. Reaction SMILES: [C:1]1([OH:7])[CH:6]=[CH:5][CH:4]=[CH:3][CH:2]=1.[C:8](Cl)([Cl:10])=[O:9].C(Cl)(Cl)=O.C1(O)C=CC=CC=1.[OH-].[Na+].Cl>P(OC1C=CC=CC=1)(OC1C=CC=CC=1)OC1C=CC=CC=1>[Cl:10][C:8]([O:7][C:1]1[CH:6]=[CH:5][CH:4]=[CH:3][CH:2]=1)=[O:9] |f:2.3,4.5|. Procedure: A four-necked flask equipped with a gas inlet, a dry ice condenser, a mechanical stirrer, a thermocouple and a sampling port is charged with phenol (Aldrich, 287.5 g, 2.907 mol) and triphenyl phosphite (10.12 g, 32.61 mmol). The temperature is raised to 140° C. and phosgene (274 g, 2.77 mol) is added over a 465 minute period. Phosgene/phenol molar ratio is 0.95. A recirculating aqueous sodium hydroxide scrubber is used to neutralize the coproduct hydrochloric acid and to destroy traces of phosge... Reactants: BrC=1C(=CC(=C(C#N)C1)Cl)O (5-Bromo-2-chloro-4-hydroxybenzonitrile), C(C=C)Br (allyl bromide), C(=O)([O-])[O-].[K+].[K+] (K2CO3). Run in CC(=O)C (acetone). Run at time 3 hour. Product: C(C=C)OC1=CC(=C(C#N)C=C1Br)Cl (4-(Allyloxy)-5-bromo-2-chlorobenzonitrile). The yield is 65.0%. Reaction SMILES: [Br:1][C:2]1[C:3]([OH:11])=[CH:4][C:5]([Cl:10])=[C:6]([CH:9]=1)[C:7]#[N:8].[CH2:12](Br)[CH:13]=[CH2:14].C([O-])([O-])=O.[K+].[K+]>CC(C)=O>[CH2:14]([O:11][C:3]1[C:2]([Br:1])=[CH:9][C:6]([C:7]#[N:8])=[C:5]([Cl:10])[CH:4]=1)[CH:13]=[CH2:12] |f:2.3.4|. Procedure details: A mixture of compound 37 (20.5 g, 88.1 mmol), allyl bromide (11.2 mL, 132 mmol) and K2CO3 (24.4 g, 176 mmol) in acetone (440 mL) was stirred for 3 hours under reflux. The mixture was filtrated and concentrated in vacuo. The resultant was partitioned between EtOAc and water. The organic layer was washed with brine, dried over MgSO4, filtered and concentrated in vacuo. The residue was purified by silica gel column chromatography to afford the product 38 (15.6 g, 65%) as a white solid. The reactants are CN=C(SC)SC (methylcarbonimidodithioic acid, dimethyl ester), dioxalate, [OH-].[K+] (potassium hydroxide), CN(C)CC=1SC=C(N1)CSCCN (2-dimethylaminomethyl-4-(2-aminoethyl)thiomethylthiazole), O (water), [OH-].[K+] (potassium hydroxide). The solvent is ClCCl (dichloromethane). Run at time 3 hour. Yields the product CNC(SC)=NCCSCC=1N=C(SC1)CN(C)C (N-methyl-S-methyl-N'-[2-(2-dimethylaminomethylthiazol-4-ylmethylthio)ethyl]isothiourea). Reaction SMILES: [CH3:1][N:2]([CH2:4][C:5]1[S:6][CH:7]=[C:8]([CH2:10][S:11][CH2:12][CH2:13][NH2:14])[N:9]=1)[CH3:3].O.[OH-].[K+].[CH3:18][N:19]=[C:20](SC)[S:21][CH3:22]>ClCCl>[CH3:18][NH:19][C:20](=[N:14][CH2:13][CH2:12][S:11][CH2:10][C:8]1[N:9]=[C:5]([CH2:4][N:2]([CH3:1])[CH3:3])[S:6][CH:7]=1)[S:21][CH3:22] |f:2.3|. Procedure details: To a flask fitted with a condenser, stirrer and thermometer were added 20 g. of the dioxalate salt of 2-dimethylaminomethyl-4-(2-aminoethyl)thiomethylthiazole, and 50 ml. of water. The pH of the solution was adjusted to 6.1 by the addition of 52 ml. of 2N aqueous potassium hydroxide, and 7.5 g. of methylcarbonimidodithioic acid, dimethyl ester, was added. The mixture was stirred at 75° for 3 hours, and was then cooled to ambient temperature. Its pH was adjusted to 6.5 by addition of 3.2 ml. of 2...